Dataset: the Open Reaction Database (ORD), a public repository of structured organic reaction records. Task: describe an organic reaction: reactants, conditions, products, and yield The reactants are CC(C)N1CCC(Oc2cc3cc(C(=O)O)[nH]c3cc2Br)CC1, Cl, O=S(=O)(N1CCNCC1)C(F)(F)F, O=S(=O)(Cl)C(F)(F)F, CC(C)(C)OC(=O)N1CCNCC1. The product is CC(C)N1CCC(Oc2cc3cc(C(=O)N4CCN(S(=O)(=O)C(F)(F)F)CC4)[nH]c3cc2Br)CC1. RXN SMILES: [Br:1][c:2]1[c:3]([O:14][CH:15]2[CH2:16][CH2:17][N:18]([CH:21]([CH3:22])[CH3:23])[CH2:19][CH2:20]2)[cH:4][c:5]2[cH:6][c:7]([C:11](=[O:12])[OH:13])[nH:8][c:9]2[cH:10]1.[ClH:24].[F:25][C:26]([S:27](=[O:28])(=[O:29])[N:30]1[CH2:31][CH2:32][NH:33][CH2:34][CH2:35]1)([F:36])[F:37].[F:38][C:39]([F:40])([F:41])[S:42]([Cl:43])(=[O:44])=[O:45].[N:46]1([C:47]([O:48][C:49]([CH3:50])([CH3:51])[CH3:52])=[O:53])[CH2:54][CH2:55][NH:56][CH2:57][CH2:58]1>>[Br:1][c:2]1[c:3]([O:14][CH:15]2[CH2:16][CH2:17][N:18]([CH:21]([CH3:22])[CH3:23])[CH2:19][CH2:20]2)[cH:4][c:5]2[cH:6][c:7]([C:11](=[O:12])[N:33]3[CH2:32][CH2:31][N:30]([S:27]([C:26]([F:25])([F:36])[F:37])(=[O:28])=[O:29])[CH2:35][CH2:34]3)[nH:8][c:9]2[cH:10]1. Starting materials: CCO, COc1cc(OC)c([N+](=O)[O-])cc1OC, [Cl-], Cl. The product is COc1cc(OC)c(OC)cc1N. Reaction SMILES: [CH3:18][CH2:19][OH:20].[CH3:1][O:2][c:3]1[c:4]([N+:13]([O-:14])=[O:15])[cH:5][c:6]([O:11][CH3:12])[c:7]([O:9][CH3:10])[cH:8]1.[Cl-:16].[ClH:17]>>[CH3:1][O:2][c:3]1[c:4]([NH2:13])[cH:5][c:6]([O:11][CH3:12])[c:7]([O:9][CH3:10])[cH:8]1. Starting materials: ClCCCCCBr, O=C([O-])[O-], COc1cc(C=CC(=O)NC2CCC(C)CC2)ccc1O, CC(=O)CC(C)C, [K+], [K+]. Yields the product COc1cc(C=CC(=O)NC2CCC(C)CC2)ccc1OCCCCCCl. RXN SMILES: [Br:28][CH2:29][CH2:30][CH2:31][CH2:32][CH2:33][Cl:34].[C:22](=[O:23])([O-:24])[O-:25].[CH3:1][CH:2]1[CH2:3][CH2:4][CH:5]([NH:8][C:9]([CH:10]=[CH:11][c:12]2[cH:13][c:14]([O:19][CH3:20])[c:15]([OH:18])[cH:16][cH:17]2)=[O:21])[CH2:6][CH2:7]1.[CH3:35][C:36]([CH2:37][CH:38]([CH3:39])[CH3:40])=[O:41].[K+:26].[K+:27]>>[CH3:1][CH:2]1[CH2:3][CH2:4][CH:5]([NH:8][C:9]([CH:10]=[CH:11][c:12]2[cH:13][c:14]([O:19][CH3:20])[c:15]([O:18][CH2:29][CH2:30][CH2:31][CH2:32][CH2:33][Cl:34])[cH:16][cH:17]2)=[O:21])[CH2:6][CH2:7]1. Reactants: O=C1CCC2CNCCn3ccc1c32, CN(C)C=O, [H-], CI, [Na+]. Product: CC1CC2CNCCn3ccc(c32)C1=O. RXN SMILES: [CH2:3]1[CH2:4][NH:5][CH2:6][CH:7]2[CH2:8][CH2:9][C:10](=[O:16])[c:11]3[cH:12][cH:13][n:14]1[c:15]32.[CH3:19][N:20]([CH3:21])[CH:22]=[O:23].[H-:1].[I:17][CH3:18].[Na+:2]>>[CH2:3]1[CH2:4][NH:5][CH2:6][CH:7]2[CH2:8][CH:9]([CH3:18])[C:10](=[O:16])[c:11]3[cH:12][cH:13][n:14]1[c:15]32. Reactants: NC(CC(C(=O)OCC)C)C1=C(C=CC=C1OC)F (ethyl 4-amino-4-(2-fluoro-6-methoxyphenyl)-2-methylbutanoate), CC1=CN=C(S1)C=1C=C(C=O)C=CN1 (2-(5-methylthiazol-2-yl)isonicotinaldehyde). Yields the product FC1=C(C(=CC=C1)OC)C1CC(C(N1CC1=CC(=NC=C1)C=1SC(=CN1)C)=O)C (5-(2-fluoro-6-methoxyphenyl)-3-methyl-1-((2-(5-methylthiazol-2-yl)pyridin-4-yl)methyl)pyrrolidin-2-one). As a reaction SMILES: [NH2:1][CH:2]([C:11]1[C:16]([O:17][CH3:18])=[CH:15][CH:14]=[CH:13][C:12]=1[F:19])[CH2:3][CH:4]([CH3:10])[C:5]([O:7]CC)=O.[CH3:20][C:21]1[S:25][C:24]([C:26]2[CH:27]=[C:28]([CH:31]=[CH:32][N:33]=2)[CH:29]=O)=[N:23][CH:22]=1>>[F:19][C:12]1[CH:13]=[CH:14][CH:15]=[C:16]([O:17][CH3:18])[C:11]=1[CH:2]1[N:1]([CH2:29][C:28]2[CH:31]=[CH:32][N:33]=[C:26]([C:24]3[S:25][C:21]([CH3:20])=[CH:22][N:23]=3)[CH:27]=2)[C:5](=[O:7])[CH:4]([CH3:10])[CH2:3]1. Reported procedure: Prepared according to the described general procedure 2 (GP2) by reaction of ethyl 4-amino-4-(2-fluoro-6-methoxyphenyl)-2-methylbutanoate with 2-(5-methylthiazol-2-yl)isonicotinaldehyde. Subsequent purification by preparative HPLC afforded the target compound. LC-MS (conditions A): tR=0.81 min.; [M+H]+: 412.01 g/mol. Reactants: Cl (Hydrochloric acid), SCC(=O)O (Mercaptoacetic acid), [OH-].[K+] (potassium hydroxide), C(=C)C1=CC=C(CCl)C=C1 (4-Vinylbenzyl chloride). Solvent: CO (methanol). Conditions: time 5 minute. The product is C(=C)C1=CC=C(CCC(=S)O)C=C1 (4-vinylbenzylthioacetic acid). Reaction SMILES: [SH:1][CH2:2][C:3](O)=O.[OH-:6].[K+].[CH:8]([C:10]1[CH:17]=[CH:16][C:13]([CH2:14]Cl)=[CH:12][CH:11]=1)=[CH2:9].Cl>CO>[CH:8]([C:10]1[CH:17]=[CH:16][C:13]([CH2:14][CH2:3][C:2]([OH:6])=[S:1])=[CH:12][CH:11]=1)=[CH2:9] |f:1.2|. Reported procedure: Mercaptoacetic acid (9.2 g, 0.1M) was added over 5 minutes to a stirred solution of potassium hydroxide (12.3 g, 0.22M) in methanol (40 ml). 4-Vinylbenzyl chloride (15.25 g, 0.1M) was then added over 5 minutes during which an exothermic reaction ensued and the mixture turned yellow. The mixture was stirred at room temperature for 5 minutes, then it was heated under reflux on a steam-bath for 1 hour. After being allowed to cool, the mixture was concentrated under reduced pressure to leave a yello...